Task: describe an organic reaction: reactants, conditions, products, and yield. Dataset: the Open Reaction Database (ORD), a public repository of structured organic reaction records Reactants: BrC1=CC(=NC(=C1)N)N (4-bromo-pyridine-2,6-diamine), C1(=C(C(=CC(=C1)C)C)S(=O)(=O)ON)C (O-mesitylene-sulfonyl-hydroxylamine), FC1=C(C=O)C=CC=C1 (2-fluoro-benzaldehyde). The product is BrC1=CC=2N(C(=C1)N)N=C(N2)C2=C(C=CC=C2)F (7-Bromo-2-(2-fluoro-phenyl)-[1,2,4]triazolo[1,5-a]pyridin-5-ylamine). As a reaction SMILES: [Br:1][C:2]1[CH:7]=[C:6]([NH2:8])[N:5]=[C:4]([NH2:9])[CH:3]=1.C1(C)C=C(C)C=C(C)C=1S(O[NH2:22])(=O)=O.[F:24][C:25]1[CH:32]=[CH:31][CH:30]=[CH:29][C:26]=1[CH:27]=O>>[Br:1][C:2]1[CH:7]=[C:6]([NH2:8])[N:5]2[N:22]=[C:27]([C:26]3[CH:29]=[CH:30][CH:31]=[CH:32][C:25]=3[F:24])[N:9]=[C:4]2[CH:3]=1. Reported procedure: The title compound, MS m/e (%): 290 (M+, 100), was prepared in accordance with the general method of example 63 from 4-bromo-pyridine-2,6-diamine, O-mesitylene-sulfonyl-hydroxylamine, and 2-fluoro-benzaldehyde. The purification was performed with reversed phase HPLC eluting with an acetonitrile/water gradient. Starting materials: ClCC(=O)NC1=CC(=C(C=C1)S(N)(=O)=O)Cl (2-Chloro-N-(3-chloro-4-sulphamoylphenyl)-acetamide), NC1=CC=CC=C1 (aniline). Yields the product C1(=CC=CC=C1)NCC(=O)NC1=CC(=C(C=C1)S(N)(=O)=O)Cl (2-Phenylamino-N-(3-chloro-4-sulphamoylphenyl)-acetamide). As a reaction SMILES: Cl[CH2:2][C:3]([NH:5][C:6]1[CH:11]=[CH:10][C:9]([S:12](=[O:15])(=[O:14])[NH2:13])=[C:8]([Cl:16])[CH:7]=1)=[O:4].[NH2:17][C:18]1[CH:23]=[CH:22][CH:21]=[CH:20][CH:19]=1>>[C:18]1([NH:17][CH2:2][C:3]([NH:5][C:6]2[CH:11]=[CH:10][C:9]([S:12](=[O:15])(=[O:14])[NH2:13])=[C:8]([Cl:16])[CH:7]=2)=[O:4])[CH:23]=[CH:22][CH:21]=[CH:20][CH:19]=1. Procedure details: 2-Chloro-N-(3-chloro-4-sulphamoylphenyl)-acetamide (28.3 g) and aniline (19 ml) were heated together for 30 min on a water bath (90°) and the product worked up as in Example 1(b) to yield 25 g, m.p. 192°-194°. Reactants: BrCCOC=1C=C(C=CC1)C1=NOC2=C1SC=C2 (3-[3-(2-bromo-ethoxy)-phenyl]-thieno[2,3-d]isoxazole), C([O-])([O-])=O.[K+].[K+] (potassium carbonate), hexamethyleneimine, C(C)#N (acetonitrile). Yields the product N1(CCCCCC1)CCOC=1C=C(C=CC1)C1=NOC2=C1SC=C2 (3-[3-(2-azepan-1-yl-ethoxy)-phenyl]-thieno[2,3-d]isoxazole). As a reaction SMILES: Br[CH2:2][CH2:3][O:4][C:5]1[CH:6]=[C:7]([C:11]2[C:15]3[S:16][CH:17]=[CH:18][C:14]=3[O:13][N:12]=2)[CH:8]=[CH:9][CH:10]=1.C(=O)([O-])[O-].[K+].[K+].[C:25](#[N:27])[CH3:26]>>[N:27]1([CH2:2][CH2:3][O:4][C:5]2[CH:6]=[C:7]([C:11]3[C:15]4[S:16][CH:17]=[CH:18][C:14]=4[O:13][N:12]=3)[CH:8]=[CH:9][CH:10]=2)[CH2:9][CH2:10][CH2:5][CH2:6][CH2:26][CH2:25]1 |f:1.2.3|. Procedure: The title compound is prepared from 3-[3-(2-bromo-ethoxy)-phenyl]-thieno[2,3-d]isoxazole, potassium carbonate, hexamethyleneimine and acetonitrile essentially as described above in example 40. Purity by LC/MS (APCI)=99%, [M+H]+=343. The reactants are ClC1=CC=C(C2=C1C(CO2)=O)N=C=O (4-chloro-2,3-dihydrobenzofuran-3-on-7-yl isocyanate), [H-].[Na+] (sodium hydride), N\C(=C/C(=O)OCC)\C(F)(F)F (ethyl 3-amino-4,4,4-trifluorocrotonate). Yields the product ClC1=CC=C(C2=C1C(CO2)=O)N2C(NC(=CC2=O)C(F)(F)F)=O (3-(4-chloro-2,3-dihydrobenzofuran-3-on-7-yl)-6-trifluoromethyluracil). As a reaction SMILES: [Cl:1][C:2]1[C:7]2[C:8](=[O:11])[CH2:9][O:10][C:6]=2[C:5]([N:12]=[C:13]=[O:14])=[CH:4][CH:3]=1.[H-].[Na+].[NH2:17]/[C:18](/[C:25]([F:28])([F:27])[F:26])=[CH:19]\[C:20](OCC)=[O:21]>>[Cl:1][C:2]1[C:7]2[C:8](=[O:11])[CH2:9][O:10][C:6]=2[C:5]([N:12]2[C:20](=[O:21])[CH:19]=[C:18]([C:25]([F:28])([F:27])[F:26])[NH:17][C:13]2=[O:14])=[CH:4][CH:3]=1 |f:1.2|. Procedure: By the method of Example 1, Step G, 2.10 g (0.010 mole) of 4-chloro-2,3-dihydrobenzofuran-3-on-7-yl isocyanate is reacted with 0.40 g (0.010 mole) of sodium hydride and 1.83 g (0.010 mole) of ethyl 3-amino-4,4,4-trifluorocrotonate, yielding 3-(4-chloro-2,3-dihydrobenzofuran-3-on-7-yl)-6-trifluoromethyluracil. This product is further reacted with 1.38 g (0.010 mole) of potassium carbonate and 2.80 g (0.020 mole) of methyl iodide, yielding 3-(4-chloro-2,3-dihydrobenzofuran-3-on-7-yl)-1-methyl-6-tr... Reactants: Cn1ncc2c(c1=O)SCCNC2Cc1ccccc1, CC(=O)O, [O-][I+3]([O-])([O-])[O-], [Na+], O. Product: Cn1ncc2c(c1=O)S(=O)CCNC2Cc1ccccc1. RXN SMILES: [CH2:1]([c:2]1[cH:3][cH:4][cH:5][cH:6][cH:7]1)[CH:8]1[c:9]2[c:10]([c:15](=[O:20])[n:16]([CH3:19])[n:17][cH:18]2)[S:11][CH2:12][CH2:13][NH:14]1.[CH3:27][C:28](=[O:29])[OH:30].[I+3:21]([O-:22])([O-:23])([O-:24])[O-:25].[Na+:26].[OH2:31]>>[CH2:1]([c:2]1[cH:3][cH:4][cH:5][cH:6][cH:7]1)[CH:8]1[c:9]2[c:10]([c:15](=[O:20])[n:16]([CH3:19])[n:17][cH:18]2)[S:11](=[O:22])[CH2:12][CH2:13][NH:14]1. Reactants: O=C([O-])[O-], CS(C)=O, [K+], [K+], CCC(C#N)CCOc1ccc(N(CC(C)C)CC(O)COc2cccc3[nH]c4ccccc4c23)cc1, OO. Yields the product CCC(CCOc1ccc(N(CC(C)C)CC(O)COc2cccc3[nH]c4ccccc4c23)cc1)C(N)=O. RXN SMILES: [C:38]([O-:39])(=[O:40])[O-:41].[CH3:46][S:47]([CH3:48])=[O:49].[K+:42].[K+:43].[OH:1][CH:2]([CH2:3][O:4][c:5]1[cH:6][cH:7][cH:8][c:9]2[nH:10][c:11]3[cH:12][cH:13][cH:14][cH:15][c:16]3[c:17]12)[CH2:18][N:19]([CH2:20][CH:21]([CH3:22])[CH3:23])[c:24]1[cH:25][cH:26][c:27]([O:30][CH2:31][CH2:32][CH:33]([CH2:34][CH3:35])[C:36]#[N:37])[cH:28][cH:29]1.[OH:44][OH:45]>>[OH:1][CH:2]([CH2:3][O:4][c:5]1[cH:6][cH:7][cH:8][c:9]2[nH:10][c:11]3[cH:12][cH:13][cH:14][cH:15][c:16]3[c:17]12)[CH2:18][N:19]([CH2:20][CH:21]([CH3:22])[CH3:23])[c:24]1[cH:25][cH:26][c:27]([O:30][CH2:31][CH2:32][CH:33]([CH2:34][CH3:35])[C:36]([NH2:37])=[O:39])[cH:28][cH:29]1. The reactants are compound, O.C1(=CC=C(C=C1)S(=O)(=O)O)C (para-toluenesulfonic acid monohydrate), O (water). Run in C(C)(=O)OCC (ethyl acetate), C1(=CC=CC=C1)C (toluene). Yields the product C1=CC=CC2=C1C=CCCC2 (6,7-dihydro-5H-benzocycloheptene). Isolated yield 1773.9%. As a reaction SMILES: O.[C:2]1([CH3:12])[CH:7]=[CH:6][C:5](S(O)(=O)=O)=[CH:4][CH:3]=1.O>C1(C)C=CC=CC=1.C(OCC)(=O)C>[CH:6]1[C:7]2[CH:7]=[CH:2][CH2:3][CH2:4][CH2:12][C:2]=2[CH:3]=[CH:4][CH:5]=1 |f:0.1|. Procedure: A suspension of this compound (7.00 g, 43.2 mmol) and para-toluenesulfonic acid monohydrate (0.82 g, 4.3 mmol) in toluene (100 ml) was refluxed for 1 hour with the azeotropic removal of water. The resulting solution was diluted with ethyl acetate, then washed with saturated sodium hydrogen carbonate solution, dried over MgSO4, filtered and evaporated to give 6,7-dihydro-5H-benzocycloheptene as a brown liquid (5.5 g, 88% yield). Starting materials: C(C)(C)(C)OC(=O)N1C[C@@H]([C@H](CC1)C1=CC=C(C=C1)OCCCOCC1=C(C=CC=C1)OC)OCC1=CC=C2CCCN(C2=C1)CCO ((3R,4R)-3-[1-(2-hydroxy-ethyl)-1,2,3,4-tetrahydro-quinolin-7-ylmethoxy]-4-[4-[3-(2-methoxy-benzyloxy)-propoxy]-phenyl]-piperidine-1-carboxylic acid tert-butyl ester), CS(=O)(=O)Cl (methanesulfonyl chloride). The product is C(C)(C)(C)OC(=O)N1C[C@@H]([C@H](CC1)C1=CC=C(C=C1)OCCCOCC1=C(C=CC=C1)OC)OCC1=CC=C2CCCN(C2=C1)CCOS(=O)(=O)C ((3R,4R)-3-[1-(2-methanesulfonyloxy-ethyl)-1,2,3,4-tetrahydro-quinolin-7-ylmethoxy]-4-[4-[3-(2-methoxy-benzyloxy)-propoxy]-phenyl]-piperidine-1-carboxylic acid tert-butyl ester). As a reaction SMILES: [C:1]([O:5][C:6]([N:8]1[CH2:13][CH2:12][C@H:11]([C:14]2[CH:19]=[CH:18][C:17]([O:20][CH2:21][CH2:22][CH2:23][O:24][CH2:25][C:26]3[CH:31]=[CH:30][CH:29]=[CH:28][C:27]=3[O:32][CH3:33])=[CH:16][CH:15]=2)[C@@H:10]([O:34][CH2:35][C:36]2[CH:45]=[C:44]3[C:39]([CH2:40][CH2:41][CH2:42][N:43]3[CH2:46][CH2:47][OH:48])=[CH:38][CH:37]=2)[CH2:9]1)=[O:7])([CH3:4])([CH3:3])[CH3:2].[CH3:49][S:50](Cl)(=[O:52])=[O:51]>>[C:1]([O:5][C:6]([N:8]1[CH2:13][CH2:12][C@H:11]([C:14]2[CH:19]=[CH:18][C:17]([O:20][CH2:21][CH2:22][CH2:23][O:24][CH2:25][C:26]3[CH:31]=[CH:30][CH:29]=[CH:28][C:27]=3[O:32][CH3:33])=[CH:16][CH:15]=2)[C@@H:10]([O:34][CH2:35][C:36]2[CH:45]=[C:44]3[C:39]([CH2:40][CH2:41][CH2:42][N:43]3[CH2:46][CH2:47][O:48][S:50]([CH3:49])(=[O:52])=[O:51])=[CH:38][CH:37]=2)[CH2:9]1)=[O:7])([CH3:3])([CH3:2])[CH3:4]. Reported procedure: In analogy to the procedure described in example 8(b), the (3R,4R)-3-[1-(2-hydroxy-ethyl)-1,2,3,4-tetrahydro-quinolin-7-ylmethoxy]-4-[4-[3-(2-methoxy-benzyloxy)-propoxy]-phenyl]-piperidine-1-carboxylic acid tert-butyl ester [example 5(a)] was treated with methanesulfonyl chloride to yield the (3R,4R)-3-[1-(2-methanesulfonyloxy-ethyl)-1,2,3,4-tetrahydro-quinolin-7-ylmethoxy]-4-[4-[3-(2-methoxy-benzyloxy)-propoxy]-phenyl]-piperidine-1-carboxylic acid tert-butyl ester as a yellow oil; MS: 739 (M+H)... Starting materials: CO, CN(C)C=O, O=S(=O)(c1ccccc1)N1CCCCC1CCl, Sc1ccc(Cl)cc1, [Na+], [OH-]. Product: O=S(=O)(c1ccccc1)N1CCCCC1CSc1ccc(Cl)cc1. RXN SMILES: [CH3:28][OH:29].[CH3:30][N:31]([CH3:32])[CH:33]=[O:34].[Cl:11][CH2:12][CH:13]1[N:14]([S:19](=[O:20])(=[O:21])[c:22]2[cH:23][cH:24][cH:25][cH:26][cH:27]2)[CH2:15][CH2:16][CH2:17][CH2:18]1.[Cl:1][c:2]1[cH:3][cH:4][c:5]([SH:8])[cH:6][cH:7]1.[Na+:10].[OH-:9]>>[Cl:1][c:2]1[cH:3][cH:4][c:5]([S:8][CH2:12][CH:13]2[N:14]([S:19](=[O:20])(=[O:21])[c:22]3[cH:23][cH:24][cH:25][cH:26][cH:27]3)[CH2:15][CH2:16][CH2:17][CH2:18]2)[cH:6][cH:7]1.